The task is: describe an organic reaction: reactants, conditions, products, and yield. This data is from the Open Reaction Database (ORD), a public repository of structured organic reaction records. The reactants are FC=1C=C(C=CC1OC1=CC=NC2=CC(=CC=C12)OC)NC(=O)C=1C(N(N(C1C)C[C@@H](C)OC([C@H](C)N)=O)C1=CC=CC=C1)=O ((S)—((R)-1-(4-(3-fluoro-4-(7-methoxyquinolin-4-yloxy)phenyl-carbamoyl)-5-methyl-3-oxo-2-phenyl-2,3-dihydropyrazol-1-yl)propan-2-yl)2-amino-propanoate), C(CCC(=O)O)(=O)O (succinic acid). Product: C(CCC(=O)O)(=O)O.FC=1C=C(C=CC1OC1=CC=NC2=CC(=CC=C12)OC)NC(=O)C=1C(N(N(C1C)C[C@@H](C)OC([C@H](C)N)=O)C1=CC=CC=C1)=O ((S)—((R)-1-(4-(3-fluoro-4-(7-methoxyquinolin-4-yloxy)phenylcarbamoyl)-5-methyl-3-oxo-2-phenyl-2,3-dihydropyrazol-1-yl)propan-2-yl)2-aminopropanoate succinate), solid. Yield: 93.7%. As a reaction SMILES: [F:1][C:2]1[CH:3]=[C:4]([NH:21][C:22]([C:24]2[C:25](=[O:45])[N:26]([C:39]3[CH:44]=[CH:43][CH:42]=[CH:41][CH:40]=3)[N:27]([CH2:30][C@H:31]([O:33][C:34](=[O:38])[C@@H:35]([NH2:37])[CH3:36])[CH3:32])[C:28]=2[CH3:29])=[O:23])[CH:5]=[CH:6][C:7]=1[O:8][C:9]1[C:18]2[C:13](=[CH:14][C:15]([O:19][CH3:20])=[CH:16][CH:17]=2)[N:12]=[CH:11][CH:10]=1.[C:46]([OH:53])(=[O:52])[CH2:47][CH2:48][C:49]([OH:51])=[O:50]>>[C:46]([OH:53])(=[O:52])[CH2:47][CH2:48][C:49]([OH:51])=[O:50].[F:1][C:2]1[CH:3]=[C:4]([NH:21][C:22]([C:24]2[C:25](=[O:45])[N:26]([C:39]3[CH:40]=[CH:41][CH:42]=[CH:43][CH:44]=3)[N:27]([CH2:30][C@H:31]([O:33][C:34](=[O:38])[C@@H:35]([NH2:37])[CH3:36])[CH3:32])[C:28]=2[CH3:29])=[O:23])[CH:5]=[CH:6][C:7]=1[O:8][C:9]1[C:18]2[C:13](=[CH:14][C:15]([O:19][CH3:20])=[CH:16][CH:17]=2)[N:12]=[CH:11][CH:10]=1 |f:2.3|. Procedure: The title compound was prepared according to the procedure described in Example 1 Step 3 by using (S)—((R)-1-(4-(3-fluoro-4-(7-methoxyquinolin-4-yloxy)phenyl-carbamoyl)-5-methyl-3-oxo-2-phenyl-2,3-dihydropyrazol-1-yl)propan-2-yl)2-amino-propanoate (61.3 mg, 0.1 mmol) and succinic acid (23.6 mg, 0.2 mmol, Shantou Xilong chemical factory). The title compound was obtained as a white solid (68.5 mg, 93.7%).